This data is from the Open Reaction Database (ORD), a public repository of structured organic reaction records. The task is: describe an organic reaction: reactants, conditions, products, and yield Reactants: C(C1=CC=CC=C1)NC(=O)C=1SC=CC1NC=1C2=C(N=CN1)NC=C2 (3-(7H-pyrrolo[2,3-d]pyrimidin-4-ylamino)-thiophene-2-carboxylic acid benzylamide), ClC=1C=C(CN)C=CC1 (3-chlorobenzylamine). The product is ClC=1C=C(CNC(=O)C=2SC=CC2NC=2C3=C(N=CN2)NC=C3)C=CC1 (3-(7H-Pyrrolo[2,3-d]pyrimidin-4-ylamino)-thiophene-2-carboxylic acid 3-chloro-benzylamide). Yield: 15.0%. As a reaction SMILES: [CH2:1]([NH:8][C:9]([C:11]1[S:12][CH:13]=[CH:14][C:15]=1[NH:16][C:17]1[C:18]2[CH:25]=[CH:24][NH:23][C:19]=2[N:20]=[CH:21][N:22]=1)=[O:10])[C:2]1[CH:7]=[CH:6][CH:5]=[CH:4][CH:3]=1.[Cl:26]C1C=C(C=CC=1)CN>>[Cl:26][C:6]1[CH:7]=[C:2]([CH:3]=[CH:4][CH:5]=1)[CH2:1][NH:8][C:9]([C:11]1[S:12][CH:13]=[CH:14][C:15]=1[NH:16][C:17]1[C:18]2[CH:25]=[CH:24][NH:23][C:19]=2[N:20]=[CH:21][N:22]=1)=[O:10]. Reported procedure: The title compound was prepared in an analogous manner as 3-(7H-pyrrolo[2,3-d]pyrimidin-4-ylamino)-thiophene-2-carboxylic acid benzylamide using 3-chlorobenzylamine instead of benzylamine and obtained in 15% yield (HPLC: 94%, RT: 6.54 min). 1H NMR (DMSO-d6) 11.98 (br s, 1H), 11.33 (s, 1H), 8.61 (t, J=6.0 Hz, 1H), 8.50 (d, J=5.5 Hz, 1H), 8.39 (s, 1H), 7.81 (d, J=5.5 Hz, 1H), 7.41-7.29 (m, 5H), 6.43 (dd, J=3.7, 1.8 Hz, 1H), 4.50 (d, J=5.9 Hz, 2H); MS (m/z) 384 [M+H]+ (35Cl). The reactants are [H-].C(C(C)C)[Al+]CC(C)C.O1CCCC1 (diisobutylaluminum hydride tetrahydrofuran), C(C)OC(=O)N1[C@@H](C[C@@H](C2=NC(=CC=C12)OC)NC1=NC=C(C(=N1)CC1=CC(=CC(=C1)C(F)(F)F)C(F)(F)F)C=1C=NC=C(C1)C=O)CC ((2R,4S)-4-{[3,5-bis(trifluoromethyl)benzyl]-[5-(5-formylpyridin-3-yl)pyrimidin-2-yl]}amino-2-ethyl-6-methoxy-3,4-dihydro-2H-[1,5]naphthyridine-1-carboxylic acid ethyl ester), [Cl-].[NH4+] (ammonium chloride). Solvent: O1CCCC1 (tetrahydrofuran). Conditions: time 1 hour. Product: C(C)OC(=O)N1[C@@H](C[C@@H](C2=NC(=CC=C12)OC)NC1=NC=C(C(=N1)CC1=CC(=CC(=C1)C(F)(F)F)C(F)(F)F)C=1C=NC=C(C1)CO)CC ((2R,4S)-4-{[3,5-bis(trifluoromethyl)benzyl]-[5-(5-hydroxymethylpyridin-3-yl)pyrimidin-2-yl]}amino-2-ethyl-6-methoxy-3,4-dihydro-2H-[1,5]naphthyridine-1-carboxylic acid ethyl ester). Isolated yield 71.0%. As a reaction SMILES: [CH2:1]([O:3][C:4]([N:6]1[C:15]2[C:10](=[N:11][C:12]([O:16][CH3:17])=[CH:13][CH:14]=2)[C@@H:9]([NH:18][C:19]2[N:24]=[C:23]([CH2:25][C:26]3[CH:31]=[C:30]([C:32]([F:35])([F:34])[F:33])[CH:29]=[C:28]([C:36]([F:39])([F:38])[F:37])[CH:27]=3)[C:22]([C:40]3[CH:41]=[N:42][CH:43]=[C:44]([CH:46]=[O:47])[CH:45]=3)=[CH:21][N:20]=2)[CH2:8][C@H:7]1[CH2:48][CH3:49])=[O:5])[CH3:2].[H-].C([Al+]CC(C)C)C(C)C.O1CCCC1.[Cl-].[NH4+]>O1CCCC1>[CH2:1]([O:3][C:4]([N:6]1[C:15]2[C:10](=[N:11][C:12]([O:16][CH3:17])=[CH:13][CH:14]=2)[C@@H:9]([NH:18][C:19]2[N:24]=[C:23]([CH2:25][C:26]3[CH:27]=[C:28]([C:36]([F:37])([F:38])[F:39])[CH:29]=[C:30]([C:32]([F:33])([F:35])[F:34])[CH:31]=3)[C:22]([C:40]3[CH:41]=[N:42][CH:43]=[C:44]([CH2:46][OH:47])[CH:45]=3)=[CH:21][N:20]=2)[CH2:8][C@H:7]1[CH2:48][CH3:49])=[O:5])[CH3:2] |f:1.2.3,4.5|. Procedure: (2R,4S)-4-{[3,5-bis(trifluoromethyl)benzyl]-[5-(5-formylpyridin-3-yl)pyrimidin-2-yl]}amino-2-ethyl-6-methoxy-3,4-dihydro-2H-[1,5]naphthyridine-1-carboxylic acid ethyl ester (118 mg) is dissolved in tetrahydrofuran (1.5 ml), then thereto is added 1M-diisobutylaluminum hydride-tetrahydrofuran solution (0.33 ml) dropwise under ice-cooling and the mixture is stirred for 1 hours under nitrogen flow under ice-cooling. A aqueous saturated ammonium chloride solution is added to the reaction mixture and ... Reactants: BrB(Br)Br, COc1ccccc1Oc1ccnc(Nc2nc(C)cs2)c1, CC=C(C)C, ClCCl, [Na+], O=C([O-])O, O. The product is Cc1csc(Nc2cc(Oc3ccccc3O)ccn2)n1. Reaction SMILES: [Br:23][B:24]([Br:25])[Br:26].[CH3:1][O:2][c:3]1[c:4]([O:5][c:6]2[cH:7][c:8]([NH:12][c:13]3[s:14][cH:15][c:16]([CH3:18])[n:17]3)[n:9][cH:10][cH:11]2)[cH:19][cH:20][cH:21][cH:22]1.[CH3:27][C:28](=[CH:29][CH3:30])[CH3:31].[Cl:38][CH2:39][Cl:40].[Na+:36].[O-:32][C:33]([OH:34])=[O:35].[OH2:37]>>[OH:2][c:3]1[c:4]([O:5][c:6]2[cH:7][c:8]([NH:12][c:13]3[s:14][cH:15][c:16]([CH3:18])[n:17]3)[n:9][cH:10][cH:11]2)[cH:19][cH:20][cH:21][cH:22]1. Reactants: [BH4-], CO, CC1CCCc2ccccc2C1=O, [Na+]. Product: CC1CCCc2ccccc2C1O. RXN SMILES: [BH4-:14].[CH3:16][OH:17].[CH3:1][CH:2]1[C:3](=[O:13])[c:4]2[c:5]([cH:9][cH:10][cH:11][cH:12]2)[CH2:6][CH2:7][CH2:8]1.[Na+:15]>>[CH3:1][CH:2]1[CH:3]([OH:13])[c:4]2[c:5]([cH:9][cH:10][cH:11][cH:12]2)[CH2:6][CH2:7][CH2:8]1. RXN SMILES: [C:1]([C:5]([C:8]([C:11]([C:14]([C:17]([C:20]([C:23]([CH:26]=[CH2:27])([F:25])[F:24])([F:22])[F:21])([F:19])[F:18])([F:16])[F:15])([F:13])[F:12])([F:10])[F:9])([F:7])[F:6])([F:4])([F:3])[F:2].[Al](I)(I)[I:29].C(=O)=O.CC(C)=O>>[C:1]([C:5]([C:8]([C:11]([C:14]([C:17]([C:20]([C:23]([CH2:26][CH2:27][I:29])([F:24])[F:25])([F:21])[F:22])([F:18])[F:19])([F:16])[F:15])([F:13])[F:12])([F:10])[F:9])([F:7])[F:6])([F:4])([F:3])[F:2] |f:2.3|. Yields the product C(F)(F)(F)C(F)(F)C(F)(F)C(F)(F)C(F)(F)C(F)(F)C(F)(F)C(F)(F)CCI (CF3(CF2)7CH2CH2I). Starting materials: C(F)(F)(F)C(F)(F)C(F)(F)C(F)(F)C(F)(F)C(F)(F)C(F)(F)C(F)(F)C=C (CF3(CF2)7CH═CH2), [Al](I)(I)I (AlI3), steel, C(=O)=O.CC(=O)C (dry ice acetone). Run at temperature 130 celsius, time 2 hour. Procedure details: 198 g of CF3(CF2)7CH═CH2 and 5 g of AlI3 were charged into a 200-ml stainless-steel autoclave and displacement of the atmosphere with nitrogen was repeated 5 times by vacuum evacuation and charging with nitrogen gas while cooling the autoclave with dry ice/acetone. The oxygen concentration inside the system was not more than 1 ppm and the moisture content was not more than 1 ppm. Thereafter, nitrogen was removed by evacuation and 11 g of hydrogen iodide gas was charged therein. Heating was carri... Reactants: F[B-](F)(F)F, CC#N, CSc1n(N=Cc2ccc(N(C)C)cc2)cc[n+]1N=Cc1ccc(N(C)C)cc1, CCN(CC)CCCC(C)N. The product is F[B-](F)(F)F, CCN(CC)CCCC(C)Nc1n(N=Cc2ccc(N(C)C)cc2)cc[n+]1N=Cc1ccc(N(C)C)cc1. Reaction SMILES: [B-:1]([F:2])([F:3])([F:4])[F:5].[CH3:46][C:47]#[N:48].[CH3:6][N:7]([c:8]1[cH:9][cH:10][c:11]([CH:12]=[N:13][n+:14]2[c:15]([S:30][CH3:31])[n:16]([N:19]=[CH:20][c:21]3[cH:22][cH:23][c:24]([N:27]([CH3:28])[CH3:29])[cH:25][cH:26]3)[cH:17][cH:18]2)[cH:32][cH:33]1)[CH3:34].[NH2:35][CH:36]([CH3:37])[CH2:38][CH2:39][CH2:40][N:41]([CH2:42][CH3:43])[CH2:44][CH3:45]>>[B-:1]([F:2])([F:3])([F:4])[F:5].[CH3:6][N:7]([c:8]1[cH:9][cH:10][c:11]([CH:12]=[N:13][n+:14]2[c:15]([NH:35][CH:36]([CH3:37])[CH2:38][CH2:39][CH2:40][N:41]([CH2:42][CH3:43])[CH2:44][CH3:45])[n:16]([N:19]=[CH:20][c:21]3[cH:22][cH:23][c:24]([N:27]([CH3:28])[CH3:29])[cH:25][cH:26]3)[cH:17][cH:18]2)[cH:32][cH:33]1)[CH3:34].